Dataset: the Open Reaction Database (ORD), a public repository of structured organic reaction records. Task: describe an organic reaction: reactants, conditions, products, and yield Reactants: Cl.COC(C(C)(C)N)=O (amino-isobutyric acid methyl ester hydrochloride), C(C)(C)N(C(C)C)CC (N,N-diisopropylethylamine), atmosphere, ON1N=NC2=C1C=CC=C2 (1-hydroxybenzotriazole), C(C)(C)N(C(C)C)CC (N,N-diisopropylethylamine), mixture, ( E )-, C1(=CC=CC=C1)CCC=CC1=C(C=CC2=CC=CC=C12)C(=O)O (1-(4-phenyl-but-1-enyl)-naphthalene-2-carboxylic acid). Run in CN(C)C=O (DMF). Reaction conditions: temperature 0 celsius, time 15 minute. Yields the product COC(C(C)(NC(=O)C1=C(C2=CC=CC=C2C=C1)C=CCCC1=CC=CC=C1)C)=O (2-Methyl-2-{[1-(4-phenyl-but-1-enyl)-naphthalene-2-carbonyl]-amino}-propionic acid methyl ester). RXN SMILES: [C:1]1([CH2:7][CH2:8][CH:9]=[CH:10][C:11]2[C:20]3[C:15](=[CH:16][CH:17]=[CH:18][CH:19]=3)[CH:14]=[CH:13][C:12]=2[C:21](O)=[O:22])[CH:6]=[CH:5][CH:4]=[CH:3][CH:2]=1.ON1C2C=CC=CC=2N=N1.C(N(CC)C(C)C)(C)C.Cl.[CH3:44][O:45][C:46](=[O:51])[C:47]([NH2:50])([CH3:49])[CH3:48]>CN(C=O)C>[CH3:44][O:45][C:46](=[O:51])[C:47]([CH3:49])([NH:50][C:21]([C:12]1[CH:13]=[CH:14][C:15]2[C:20](=[CH:19][CH:18]=[CH:17][CH:16]=2)[C:11]=1[CH:10]=[CH:9][CH2:8][CH2:7][C:1]1[CH:2]=[CH:3][CH:4]=[CH:5][CH:6]=1)=[O:22])[CH3:48] |f:3.4|. Procedure details: At 0° C. to a solution of 165 mg of a mixture of the (E)- and (Z)-isomers of 1-(4-phenyl-but-1-enyl)-naphthalene-2-carboxylic acid in 2 ml abs. DMF under inert atmosphere 95 mg 1-hydroxybenzotriazole, 110 μl N,N′-diiospropylcarbodiimide and 98 μl N,N-diisopropylethylamine were added. After 15 min at 0° C. 86 mg amino-isobutyric acid methyl ester hydrochloride and 98 μl N,N-diisopropylethylamine were added and the reaction was stirred for 0.5 h at 0° C. and for 4 h at room temperature. Then, the ... Starting materials: CCSC1=NC(=O)C(=Cc2ccc3c(cnn3Cc3ccc(Cl)cc3C(F)(F)F)c2)S1, FC(F)CN1CCNCC1. Product: O=C1N=C(N2CCN(CC(F)F)CC2)SC1=Cc1ccc2c(cnn2Cc2ccc(Cl)cc2C(F)(F)F)c1. RXN SMILES: [Cl:1][c:2]1[cH:3][c:4]([C:28]([F:29])([F:30])[F:31])[c:5]([CH2:6][n:7]2[n:8][cH:9][c:10]3[cH:11][c:12]([CH:16]=[C:17]4[C:18](=[O:25])[N:19]=[C:20]([S:22][CH2:23][CH3:24])[S:21]4)[cH:13][cH:14][c:15]23)[cH:26][cH:27]1.[F:32][CH:33]([CH2:34][N:35]1[CH2:36][CH2:37][NH:38][CH2:39][CH2:40]1)[F:41]>>[Cl:1][c:2]1[cH:3][c:4]([C:28]([F:29])([F:30])[F:31])[c:5]([CH2:6][n:7]2[n:8][cH:9][c:10]3[cH:11][c:12]([CH:16]=[C:17]4[C:18](=[O:25])[N:19]=[C:20]([N:38]5[CH2:37][CH2:36][N:35]([CH2:34][CH:33]([F:32])[F:41])[CH2:40][CH2:39]5)[S:21]4)[cH:13][cH:14][c:15]23)[cH:26][cH:27]1. Starting materials: CC1NC(CC1)C (2,5-dimethylpyrrolidine), ClCC1=NN=NN1C1=CC=C(C#N)C=C1 (4-[5-(chloromethyl)-1H-tetrazol-1-yl]benzonitrile), ClCC1=NN=NN1C1=CC=C(C#N)C=C1 (4-[5-(chloromethyl)-1H-tetrazol-1-yl]benzonitrile). RXN SMILES: [CH3:1][CH:2]1[CH2:6][CH2:5][CH:4]([CH3:7])[NH:3]1.Cl[CH2:9][C:10]1[N:14]([C:15]2[CH:22]=[CH:21][C:18]([C:19]#[N:20])=[CH:17][CH:16]=2)[N:13]=[N:12][N:11]=1>C(#N)C>[CH3:1][C@H:2]1[CH2:6][CH2:5][C@@H:4]([CH3:7])[N:3]1[CH2:9][C:10]1[N:14]([C:15]2[CH:22]=[CH:21][C:18]([C:19]#[N:20])=[CH:17][CH:16]=2)[N:13]=[N:12][N:11]=1. Run in C(C)#N (acetonitrile). Isolated yield 48.6%. The product is C[C@@H]1N([C@@H](CC1)C)CC1=NN=NN1C1=CC=C(C#N)C=C1 (4-(5-{[(cis)-2,5-Dimethyl-1-pyrrolidinyl]methyl}-1H-tetrazol-1-yl)benzonitrile). Reported procedure: A solution of 2,5-dimethylpyrrolidine (0.334 mL, 2.73 mmol) and 4-[5-(chloromethyl)-1H-tetrazol-1-yl]benzonitrile (200 mg, 0.911 mmol, Intermediate 10) in acetonitrile (1.5 mL) was heated to 150° C. for 45 minutes in a microwave reactor. The reaction mixture was purified by high PH MDAP (2 injections). Relevant fractions were combined and the solvent removed. The resulting solid was partitioned between DCM (10 mL) and water (5 mL). The organic layer was collected via a hydrophobic frit and the s... Reactants: COC(=O)c1cc2ccc(OC)cc2[nH]1, [K+], C1COCCO1, [OH-], O. Yields the product COc1ccc2cc(C(=O)O)[nH]c2c1. Reaction SMILES: [CH3:1][O:2][c:3]1[cH:4][cH:5][c:6]2[cH:7][c:8]([C:12](=[O:13])[O:14][CH3:15])[nH:9][c:10]2[cH:11]1.[K+:18].[O:19]1[CH2:20][CH2:21][O:22][CH2:23][CH2:24]1.[OH-:17].[OH2:16]>>[CH3:1][O:2][c:3]1[cH:4][cH:5][c:6]2[cH:7][c:8]([C:12](=[O:13])[OH:14])[nH:9][c:10]2[cH:11]1.